Dataset: the Open Reaction Database (ORD), a public repository of structured organic reaction records. Task: describe an organic reaction: reactants, conditions, products, and yield The reactants are ClP1OC2=C(C3=C1C=CC=C3)C=CC=C2C2C=CC=CC2 (6-chloro-6H-4-phenyl-dibenz[c,e][1,2]-oxaphosphorine), C1(=CC=CC=C1)[Mg]Br (phenylmagnesium bromide). Run in CC=1C=CC=CC1C (o-xylene), C(C)OCC (diethyl ether). Reaction conditions: temperature 120 celsius. The product is C1(=CC=CC=C1)P(C1=C(C=CC=C1)C1=C(C(=CC=C1)C1=CC=CC=C1)O)C1=CC=CC=C1 (2-diphenylphosphino-2'-hydroxy-3'-phenyl-biphenyl). Yield: 185.8%. RXN SMILES: Cl[P:2]1[C:7]2[CH:8]=[CH:9][CH:10]=[CH:11][C:6]=2[C:5]2[CH:12]=[CH:13][CH:14]=[C:15]([CH:16]3[CH2:21][CH:20]=[CH:19][CH:18]=[CH:17]3)[C:4]=2[O:3]1.[C:22]1([Mg]Br)[CH:27]=[CH:26][CH:25]=[CH:24][CH:23]=1>CC1C=CC=CC=1C.C(OCC)C>[C:22]1([P:2]([C:4]2[CH:15]=[CH:14][CH:13]=[CH:12][CH:5]=2)[C:7]2[CH:8]=[CH:9][CH:10]=[CH:11][C:6]=2[C:5]2[CH:12]=[CH:13][CH:14]=[C:15]([C:16]3[CH:21]=[CH:20][CH:19]=[CH:18][CH:17]=3)[C:4]=2[OH:3])[CH:27]=[CH:26][CH:25]=[CH:24][CH:23]=1. Reported procedure: 23.5 g (0.1 mol) of 6-chloro-6H-4-phenyl-dibenz[c,e][1,2]-oxaphosphorine in 120 ml of anhydrous o-xylene at 80° C. are introduced, in an argon atmosphere with stirring, and a solution of 0.25 mol of phenylmagnesium bromide in 100 ml of diethyl ether is added dropwise. Diethyl ether is distilled off and the temperature slowly increased to 120° C. in the course of this. The mixture is then stirred for 3 hours at 120° C., cooled to room temperature and 100 ml of water are added. The mixture is neut...